This data is from the Open Reaction Database (ORD), a public repository of structured organic reaction records. The task is: describe an organic reaction: reactants, conditions, products, and yield Starting materials: C1(O)=C(O)C(O)=CC=C1 (Pyrogallol), ClCC(=O)O (chloroacetic acid), P(=O)(Cl)(Cl)Cl (phosphorus oxychloride). Product: C1=CC(=C(C(=C1C(=O)CCl)O)O)O (ω-chloro-2,3,4-trihydroxyacetophenone). RXN SMILES: [C:1]1([CH:9]=[CH:8][CH:7]=[C:5]([OH:6])[C:3]=1[OH:4])[OH:2].[Cl:10][CH2:11][C:12](O)=[O:13].P(Cl)(Cl)(Cl)=O>>[CH:8]1[C:9]([C:12]([CH2:11][Cl:10])=[O:13])=[C:1]([OH:2])[C:3]([OH:4])=[C:5]([OH:6])[CH:7]=1. Reported procedure: Pyrogallol is reacted with chloroacetic acid in the presence of phosphorus oxychloride to form ω-chloro-2,3,4-trihydroxyacetophenone,